From a dataset of the Open Reaction Database (ORD), a public repository of structured organic reaction records. describe an organic reaction: reactants, conditions, products, and yield Reactants: CC(C)(C)OC(=O)N1CC2CC(=O)CC(C1)N2S(=O)(=O)c1ccc(Cl)cc1, C1CCOC1, CC[O-], CCO, CCOC=O, [Na+]. RXN SMILES: [C:1]([CH3:2])([CH3:3])([CH3:4])[O:5][C:6](=[O:7])[N:8]1[CH2:9][CH:10]2[CH2:11][C:12](=[O:27])[CH2:13][CH:14]([CH2:15]1)[N:16]2[S:17](=[O:18])(=[O:19])[c:20]1[cH:21][cH:22][c:23]([Cl:26])[cH:24][cH:25]1.[CH2:37]1[O:38][CH2:39][CH2:40][CH2:41]1.[CH3:34][CH2:35][O-:36].[CH3:42][CH2:43][OH:44].[CH:28](=[O:29])[O:30][CH2:31][CH3:32].[Na+:33]>>[C:1]([CH3:2])([CH3:3])([CH3:4])[O:5][C:6](=[O:7])[N:8]1[CH2:9][CH:10]2[C:11](=[CH:28][OH:29])[C:12](=[O:27])[CH2:13][CH:14]([CH2:15]1)[N:16]2[S:17](=[O:18])(=[O:19])[c:20]1[cH:21][cH:22][c:23]([Cl:26])[cH:24][cH:25]1. Yields the product CC(C)(C)OC(=O)N1CC2CC(=O)C(=CO)C(C1)N2S(=O)(=O)c1ccc(Cl)cc1. Starting materials: C(C)N1N=C(C2=C(C1=O)N=CC=C2)C2=NC=CC=C2 (7-ethyl-5-(pyridin-2-yl)pyrido[2,3-d]pyridazin-8(7H)-one), COC1=CC=C(C=C1)P1(SP(S1)(C1=CC=C(C=C1)OC)=S)=S (2,4-bis(4-methoxyphenyl)-1,3,2,4-dithiadiphosphetane-2,4-disulfide), C1(=CC=CC=C1)C (toluene). Run in C(C)(=O)OCC (ethyl acetate). RXN SMILES: [CH2:1]([N:3]1[C:8](=O)[C:7]2[N:10]=[CH:11][CH:12]=[CH:13][C:6]=2[C:5]([C:14]2[CH:19]=[CH:18][CH:17]=[CH:16][N:15]=2)=[N:4]1)[CH3:2].COC1C=CC(P2(=S)SP(=S)(C3C=CC(OC)=CC=3)[S:29]2)=CC=1.C1(C)C=CC=CC=1>C(OCC)(=O)C>[CH2:1]([N:3]1[C:8](=[S:29])[C:7]2[N:10]=[CH:11][CH:12]=[CH:13][C:6]=2[C:5]([C:14]2[CH:19]=[CH:18][CH:17]=[CH:16][N:15]=2)=[N:4]1)[CH3:2]. Procedure: A mixture of 7-ethyl-5-(pyridin-2-yl)pyrido[2,3-d]pyridazin-8(7H)-one RL-8 (90 mg, 0.36 mmol), 2,4-bis(4-methoxyphenyl)-1,3,2,4-dithiadiphosphetane-2,4-disulfide (145 mg, 0.36 mmol), and toluene (8 mL) was heated to 115° C. for 3.5 h. After cooling to ambient temperature, the reaction mixture was diluted with 20 mL of ethyl acetate and washed with a 1:1 solution of saturated brine/1 N NaOH. The organic phase was dried over anhydrous magnesium sulfate, filtered, concentrated under reduced pressur... The product is C(C)N1N=C(C2=C(C1=S)N=CC=C2)C2=NC=CC=C2 (7-ethyl-5-(pyridin-2-yl)pyrido[2,3-d]pyridazine-8(7H)-thione).